Task: describe an organic reaction: reactants, conditions, products, and yield. Dataset: the Open Reaction Database (ORD), a public repository of structured organic reaction records Reactants: O=[N+]([O-])c1ccc(F)c(F)c1O, CCOC(=O)N=NC(=O)OCC, CC(CO)OC1CCCCO1, C1CCOC1, c1ccc(P(c2ccccc2)c2ccccc2)cc1. RXN SMILES: [F:32][c:33]1[c:34]([OH:43])[c:35]([N+:40](=[O:41])[O-:42])[cH:36][cH:37][c:38]1[F:39].[O:20]=[C:21]([O:22][CH2:23][CH3:24])[N:25]=[N:26][C:27]([O:28][CH2:29][CH3:30])=[O:31].[O:44]1[CH:45]([O:50][CH:51]([CH2:52][OH:53])[CH3:54])[CH2:46][CH2:47][CH2:48][CH2:49]1.[O:55]1[CH2:56][CH2:57][CH2:58][CH2:59]1.[c:1]1([P:2]([c:3]2[cH:4][cH:5][cH:6][cH:7][cH:8]2)[c:9]2[cH:10][cH:11][cH:12][cH:13][cH:14]2)[cH:15][cH:16][cH:17][cH:18][cH:19]1>>[F:32][c:33]1[c:34]([O:43][CH2:52][CH:51]([O:50][CH:45]2[O:44][CH2:49][CH2:48][CH2:47][CH2:46]2)[CH3:54])[c:35]([N+:40](=[O:41])[O-:42])[cH:36][cH:37][c:38]1[F:39]. Product: CC(COc1c([N+](=O)[O-])ccc(F)c1F)OC1CCCCO1. Starting materials: ClC1=C(C=NC=C1)[N+](=O)[O-] (4-chloro-3-nitro-pyridine), NC1=CC=C(C=C1)CC(=O)O ((4-amino-phenyl)-acetic acid), CO.O1CCOCC1 (MeOH dioxane). Product: COC(CC1=CC=C(C=C1)NC1=C(C=NC=C1)[N+](=O)[O-])=O ([4-(3-nitro-pyridin-4-ylamino)-phenyl]-acetic acid methyl ester). RXN SMILES: Cl[C:2]1[CH:7]=[CH:6][N:5]=[CH:4][C:3]=1[N+:8]([O-:10])=[O:9].[NH2:11][C:12]1[CH:17]=[CH:16][C:15]([CH2:18][C:19]([OH:21])=[O:20])=[CH:14][CH:13]=1.CO.O1CCOC[CH2:25]1>>[CH3:25][O:20][C:19](=[O:21])[CH2:18][C:15]1[CH:14]=[CH:13][C:12]([NH:11][C:2]2[CH:7]=[CH:6][N:5]=[CH:4][C:3]=2[N+:8]([O-:10])=[O:9])=[CH:17][CH:16]=1 |f:2.3|. Procedure: A mixture of 0.500 g of 4-chloro-3-nitro-pyridine (LANCASTER) and 0.467 g of (4-amino-phenyl)-acetic acid (Aldrich) in 10 ml of MeOH/dioxane (1/1 v/v) is stirred and refluxed for 6 hours. The mixture obtained is allowed to cool to rt and is concentrated in vacuo. Crude [4-(3-nitro-pyridin-4-ylamino)-phenyl]-acetic acid methyl ester is obtained. Starting materials: [BH4-], COC(=O)C(CC12CCC(CC1)CC2)NC(=O)OCc1ccccc1, CO, [Na+], [Na+], O=S([O-])O. The product is O=C(NC(CO)CC12CCC(CC1)CC2)OCc1ccccc1. RXN SMILES: [BH4-:26].[CH2:1]([c:2]1[cH:3][cH:4][cH:5][cH:6][cH:7]1)[O:8][C:9](=[O:10])[NH:11][CH:12]([C:13](=[O:14])[O:15][CH3:16])[CH2:17][C:18]12[CH2:19][CH2:20][CH:21]([CH2:22][CH2:23]1)[CH2:24][CH2:25]2.[CH3:33][OH:34].[Na+:27].[Na+:32].[S:28](=[O:29])([OH:30])[O-:31]>>[CH2:1]([c:2]1[cH:3][cH:4][cH:5][cH:6][cH:7]1)[O:8][C:9](=[O:10])[NH:11][CH:12]([CH2:13][OH:14])[CH2:17][C:18]12[CH2:19][CH2:20][CH:21]([CH2:22][CH2:23]1)[CH2:24][CH2:25]2.